Task: describe an organic reaction: reactants, conditions, products, and yield. Dataset: the Open Reaction Database (ORD), a public repository of structured organic reaction records The reactants are C(C)(C)(C)OC(=O)NC1CN(CCC1O)C(=O)OCC1=CC=CC=C1 (benzyl 3-((tert-butoxycarbonyl)amino)-4-hydroxypiperidin-1-carboxylate), C1=CC=C(C=C1)P(C2=CC=CC=C2)C3=CC=CC=C3 (PPh3), C1(C=2C(C(N1)=O)=CC=CC2)=O (phthalimide), N(=NC(=O)OCC)C(=O)OCC (diethyl azodicarboxylate). Solvent: C1CCOC1 (THF), O (Water). Conditions: time 4 hour. Yields the product C(C)(C)(C)OC(=O)NC1CN(CCC1N1C(C2=CC=CC=C2C1=O)=O)C(=O)OCC1=CC=CC=C1 (benzyl 3-((tert-butoxycarbonyl)amino)-4-(1,3-dioxoisoindolin-2-yl)piperidin-1-carboxylate). Yield: 30.0%. Reaction SMILES: C1C=CC(P(C2C=CC=CC=2)C2C=CC=CC=2)=CC=1.[C:20]1(=[O:30])[NH:24][C:23](=[O:25])[C:22]2=[CH:26][CH:27]=[CH:28][CH:29]=[C:21]12.N(C(OCC)=O)=NC(OCC)=O.[C:43]([O:47][C:48]([NH:50][CH:51]1[CH:56](O)[CH2:55][CH2:54][N:53]([C:58]([O:60][CH2:61][C:62]2[CH:67]=[CH:66][CH:65]=[CH:64][CH:63]=2)=[O:59])[CH2:52]1)=[O:49])([CH3:46])([CH3:45])[CH3:44]>O.C1COCC1>[C:43]([O:47][C:48]([NH:50][CH:51]1[CH:56]([N:24]2[C:20](=[O:30])[C:21]3[C:22](=[CH:26][CH:27]=[CH:28][CH:29]=3)[C:23]2=[O:25])[CH2:55][CH2:54][N:53]([C:58]([O:60][CH2:61][C:62]2[CH:67]=[CH:66][CH:65]=[CH:64][CH:63]=2)=[O:59])[CH2:52]1)=[O:49])([CH3:46])([CH3:44])[CH3:45]. Reported procedure: PPh3 (412 mg), phthalimide (252 mg), and diethyl azodicarboxylate (40% in toluene solution) (0.712 ml) were added to a THF (5 ml) solution containing benzyl 3-((tert-butoxycarbonyl)amino)-4-hydroxypiperidin-1-carboxylate (500 mg), followed by stirring at room temperature for 4 hours. Water was added to the reaction solution, followed by extraction with ethyl acetate. The organic layers were washed with saturated saline and dried over anhydrous sodium sulfate. The solvent was distilled away under... Starting materials: ClC1=NC=C(C(=N1)Cl)CC=1C=NC(=CC1)C (2,4-dichloro-5-[(6-methyl-3-pyridinyl)methyl]pyrimidine), [Na] (sodium), C(C=C)O (allyl alcohol), C(C=C)O (allyl alcohol). Run in O1CCCC1 (tetrahydrofuran). Reaction conditions: time 30 minute. Yields the product ClC1=NC=C(C(=N1)OCC=C)CC=1C=NC(=CC1)C (2-chloro-4-allyloxy-5[(6-methyl-3-pyridinyl)methyl]pyrimidine). Isolated yield 88.0%. RXN SMILES: [Cl:1][C:2]1[N:7]=[C:6](Cl)[C:5]([CH2:9][C:10]2[CH:11]=[N:12][C:13]([CH3:16])=[CH:14][CH:15]=2)=[CH:4][N:3]=1.[Na].[CH2:18]([OH:21])[CH:19]=[CH2:20]>O1CCCC1>[Cl:1][C:2]1[N:7]=[C:6]([O:21][CH2:18][CH:19]=[CH2:20])[C:5]([CH2:9][C:10]2[CH:11]=[N:12][C:13]([CH3:16])=[CH:14][CH:15]=2)=[CH:4][N:3]=1 |^1:16|. Procedure details: To a stirred solution of 118.0 g (0.465 mol) of 2,4-dichloro-5-[(6-methyl-3-pyridinyl)methyl]pyrimidine from Example 1 in 200 ml of allyl alcohol and 300 ml of tetrahydrofuran at 0°-5° was added dropwise over 2 hours a solution of the sodium salt of allyl alcohol [generated from 22.4 g (0.465) of sodium hydride (50% oil dispersion) and 200 ml of allyl alcohol]. The mixture was stirred 30 minutes at 5°, warmed to room temperature and concentrated. The resulting oil was dissolved in 1 L of methyle...